This data is from the Open Reaction Database (ORD), a public repository of structured organic reaction records. The task is: describe an organic reaction: reactants, conditions, products, and yield The reactants are C(C(C)C)NC1=C(CO)C=CC=C1 (2-(isobutylamino)benzyl alcohol), Cl (hydrochloric acid). Run at temperature 100 celsius, time 30 minute. Product: Cl.C(C1=CC=CC=C1)Cl (benzyl chloride hydrochloride), 2-isobutylamino. Isolated yield 68.0%. As a reaction SMILES: C(N[C:6]1[CH:13]=[CH:12][CH:11]=[CH:10][C:7]=1[CH2:8]O)C(C)C.[ClH:14]>>[ClH:14].[CH2:8]([Cl:14])[C:7]1[CH:10]=[CH:11][CH:12]=[CH:13][CH:6]=1 |f:2.3|. Reported procedure: In 190 ml of conc. hydrochloric acid was dissolved 19.1 g of 2-(isobutylamino)benzyl alcohol, and the solution was heated in a sealed tube at 100° C. for 40 min. The reaction mixture was stirred for 30 min. under chilling with ice and the precipitated crystals were collected by filtration. The collected crystals were washed successively with hydrochloric acid and acetone and dried to give 16.9 g (yield: 68%) of 2-isobutylamino)benzyl chloride hydrochloride as a white crystalline product. Starting materials: COC(=O)[C@H]1N(CC1)C(C(C(CC)(C)C)=O)=O ((2S)-Methyl-1-(1,2-dioxo-3,3-dimethylpentyl)-azetidine-2-carboxylate), Cl (HCl), Example 3, CCOCC (ether), [Li+].[OH-] (LiOH). The solvent is O (water), O (water), CO (methanol). Conditions: temperature 0 celsius, time 30 minute. Product: O=C(C(C(CC)(C)C)=O)N1[C@@H](CC1)C(=O)O ((2S)-1-(1,2-Dioxo-3,3-dimethylpentyl)azetidine-2-carboxylic acid). The yield is 67.0%. RXN SMILES: C[O:2][C:3]([C@@H:5]1[CH2:8][CH2:7][N:6]1[C:9](=[O:17])[C:10](=[O:16])[C:11]([CH3:15])([CH3:14])[CH2:12][CH3:13])=[O:4].CCOCC.[Li+].[OH-].Cl>O.CO>[O:17]=[C:9]([N:6]1[CH2:7][CH2:8][C@H:5]1[C:3]([OH:4])=[O:2])[C:10](=[O:16])[C:11]([CH3:14])([CH3:15])[CH2:12][CH3:13] |f:2.3|. Reported procedure: To a solution of (2S)-Methyl-1-(1,2-dioxo-3,3-dimethylpentyl)-azetidine-2-carboxylate from Reference Example 3 (0.64 g, 2.65 mmol) in a 1:1 mixture of ether:methanol (20.0 mL) was added LiOH in water (4.9 mL, 1N solution) at about 0° C. The mixture was stirred at about 0° C. for about 30 minutes and then at about room temperature overnight. The pH was adjusted to about pH 1 by adding 1N HCl, then the mixture was diluted with water and extracted with dichloromethane. The organic layers were washe... Reactants: O=C([O-])[O-], CN(C)C=O, Clc1cccnc1Cl, FC(F)(F)c1nc[nH]n1, [K+], [K+], O. Yields the product FC(F)(F)c1ncn(-c2ncccc2Cl)n1. RXN SMILES: [C:18](=[O:19])([O-:20])[O-:21].[CH3:24][N:25]([CH3:26])[CH:27]=[O:28].[Cl:10][c:11]1[n:12][cH:13][cH:14][cH:15][c:16]1[Cl:17].[F:1][C:2]([c:3]1[n:4][nH:5][cH:6][n:7]1)([F:8])[F:9].[K+:22].[K+:23].[OH2:29]>>[F:1][C:2]([c:3]1[n:4][n:5](-[c:11]2[n:12][cH:13][cH:14][cH:15][c:16]2[Cl:17])[cH:6][n:7]1)([F:8])[F:9]. Reactants: FC1=CC=C(C=C1)CC=1SC=CC1 (2-(4-fluorophenylmethyl)thiophene), IN1C(CCC1=O)=O (N-iodosuccinimide), C(Cl)(Cl)Cl.C(C)(=O)O (chloroform acetic acid). Solvent: O (water). Run at time 1 hour. The product is IC=1SC(=CC1)CC1=CC=C(C=C1)F (2-iodo-5-(4-fluorophenylmethyl)thiophene). Isolated yield 95.4%. RXN SMILES: [F:1][C:2]1[CH:7]=[CH:6][C:5]([CH2:8][C:9]2[S:10][CH:11]=[CH:12][CH:13]=2)=[CH:4][CH:3]=1.[I:14]N1C(=O)CCC1=O.C(Cl)(Cl)Cl.C(O)(=O)C>O>[I:14][C:11]1[S:10][C:9]([CH2:8][C:5]2[CH:4]=[CH:3][C:2]([F:1])=[CH:7][CH:6]=2)=[CH:13][CH:12]=1 |f:2.3|. Reported procedure: A mixture of 2-(4-fluorophenylmethyl)thiophene (3.85 g, 20.0 mmol), prepared as described in step 1, and N-iodosuccinimide (4.50 g, 20.0 mmol) in 1:1 chloroform-acetic acid (40 mL) was stirred at ambient temperature for 1 hour and then diluted with an equal volume of water. The organic layer was washed with saturated aqueous NaHCO3 solution (2×50 mL), 10% aqueous sodium thiosulfate solution (2×50 mL) and once with brine. After drying over MgSO4, the organic layer was concentrated in vacuo to giv... The reactants are C(C)(C)(C)OC(=O)N1CCN(CC1)C1=NC=2N(C(N(C(C2N1C1=C(C=CC=C1)C=C)=O)COC(C(C)(C)C)=O)=O)COC(C(C)(C)C)=O (4-[1,3-Bis(2,2-dimethylpropionyloxymethyl)-2,6-dioxo-7-(2-vinylphenyl)-2,3,6,7-tetrahydro-1H-purin-8-yl]piperazine-1-carboxylic acid tert-butyl ester), [H-].[Na+] (sodium hydride). The solvent is O1CCCC1 (tetrahydrofuran), CO (methanol), C(Cl)(Cl)Cl (chloroform). Run at time 17 minute. The product is C(C)(C)(C)OC(=O)N1CCN(CC1)C1=NC=2NC(N(C(C2N1C1=C(C=CC=C1)C=C)=O)COC(C(C)(C)C)=O)=O (4-[1-(2,2-Dimethylpropionyloxymethyl)-2,6-dioxo-7-(2-vinylphenyl)-2,3,6,7-tetrahydro-1H-purin-8-yl]piperazine-1-carboxylic acid tert-butyl ester). Yield: 87.4%. RXN SMILES: [C:1]([O:5][C:6]([N:8]1[CH2:13][CH2:12][N:11]([C:14]2[N:22]([C:23]3[CH:28]=[CH:27][CH:26]=[CH:25][C:24]=3[CH:29]=[CH2:30])[C:21]3[C:20](=[O:31])[N:19]([CH2:32][O:33][C:34](=[O:39])[C:35]([CH3:38])([CH3:37])[CH3:36])[C:18](=[O:40])[N:17](COC(=O)C(C)(C)C)[C:16]=3[N:15]=2)[CH2:10][CH2:9]1)=[O:7])([CH3:4])([CH3:3])[CH3:2].[H-].[Na+]>O1CCCC1.CO.C(Cl)(Cl)Cl>[C:1]([O:5][C:6]([N:8]1[CH2:13][CH2:12][N:11]([C:14]2[N:22]([C:23]3[CH:28]=[CH:27][CH:26]=[CH:25][C:24]=3[CH:29]=[CH2:30])[C:21]3[C:20](=[O:31])[N:19]([CH2:32][O:33][C:34](=[O:39])[C:35]([CH3:38])([CH3:37])[CH3:36])[C:18](=[O:40])[NH:17][C:16]=3[N:15]=2)[CH2:10][CH2:9]1)=[O:7])([CH3:3])([CH3:2])[CH3:4] |f:1.2|. Reported procedure: 4-[1,3-Bis(2,2-dimethylpropionyloxymethyl)-2,6-dioxo-7-(2-vinylphenyl)-2,3,6,7-tetrahydro-1H-purin-8-yl]piperazine-1-carboxylic acid tert-butyl ester (704 mg) was dissolved in tetrahydrofuran (7 ml) and methanol (14 ml), sodium hydride (51 mg) was added to the solution, and the mixture was stirred at room temperature for 17 minutes. The reaction mixture was diluted with chloroform and washed with saturated brine. The organic layer was dried over anhydrous magnesium sulfate and filtered. The filt...